The task is: describe an organic reaction: reactants, conditions, products, and yield. This data is from the Open Reaction Database (ORD), a public repository of structured organic reaction records. Reactants: ClC1=NC(=NC(=N1)OCC)OCC (2-chloro-4,6-diethoxy-1,3,5-triazine), N12CCC(CC1)CC2 (quinuclidine). The product is [Cl-].C(C)OC1=NC(=NC(=N1)OCC)[N+]12CCC(CC1)CC2 (1-(4,6-diethoxy-1,3,5-triazin-2-yl)quinuclidinium chloride). As a reaction SMILES: [Cl:1][C:2]1[N:7]=[C:6]([O:8][CH2:9][CH3:10])[N:5]=[C:4]([O:11][CH2:12][CH3:13])[N:3]=1.[N:14]12[CH2:21][CH2:20][CH:17]([CH2:18][CH2:19]1)[CH2:16][CH2:15]2>>[Cl-:1].[CH2:12]([O:11][C:4]1[N:5]=[C:6]([O:8][CH2:9][CH3:10])[N:7]=[C:2]([N+:14]23[CH2:21][CH2:20][CH:17]([CH2:18][CH2:19]2)[CH2:16][CH2:15]3)[N:3]=1)[CH3:13] |f:2.3|. Reported procedure: The operation was carried out in the same manner as in Preparation Example 1 but using 4.07 g (0.02 mols) of a 2-chloro-4,6-diethoxy-1,3,5-triazine and 2.22 g (0.02 mols) of a quinuclidine to obtain 5.73 g (yield, 91.0%) of white crystals of a 1-(4,6-diethoxy-1,3,5-triazin-2-yl)quinuclidinium chloride represented by the following general formula (XI) Reactants: C(#N)C1=C(C=C(CBr)C=C1)F (4-cyano-3-fluorobenzyl bromide), CC=1NC=CN1 (2-methylimidazole). Yields the product C(#N)C1=C(C=C(CN2C(=NC=C2)C)C=C1)F (1-(4-cyano-3-fluorobenzyl)-2-methylimidazole). Reaction SMILES: [C:1]([C:3]1[CH:10]=[CH:9][C:6]([CH2:7]Br)=[CH:5][C:4]=1[F:11])#[N:2].[CH3:12][C:13]1[NH:14][CH:15]=[CH:16][N:17]=1>>[C:1]([C:3]1[CH:10]=[CH:9][C:6]([CH2:7][N:14]2[CH:15]=[CH:16][N:17]=[C:13]2[CH3:12])=[CH:5][C:4]=1[F:11])#[N:2]. Procedure details: The titled product was prepared from the product of Step B and 2-methylimidazole using the same procedure described in Step B of Example 1. Starting materials: [BH4-], [BH4-], CC(=O)O, C1CCOC1, Cl[Co]Cl, [Na+], O, COc1ccccc1C(O)COc1ccc(C=C2SC(=O)NC2=O)cc1, c1ccc(-c2ccccn2)nc1. Yields the product COc1ccccc1C(O)COc1ccc(CC2SC(=O)NC2=O)cc1. As a reaction SMILES: [BH4-:39].[BH4-:41].[C:50]([OH:51])(=[O:52])[CH3:53].[CH2:42]1[O:43][CH2:44][CH2:45][CH2:46]1.[Co:47]([Cl:48])[Cl:49].[Na+:40].[OH2:54].[OH:1][CH:2]([CH2:3][O:4][c:5]1[cH:6][cH:7][c:8]([CH:9]=[C:10]2[C:11](=[O:16])[NH:12][C:13](=[O:15])[S:14]2)[cH:17][cH:18]1)[c:19]1[c:20]([O:25][CH3:26])[cH:21][cH:22][cH:23][cH:24]1.[n:27]1[cH:28][cH:29][cH:30][cH:31][c:32]1-[c:33]1[cH:34][cH:35][cH:36][cH:37][n:38]1>>[OH:1][CH:2]([CH2:3][O:4][c:5]1[cH:6][cH:7][c:8]([CH2:9][CH:10]2[C:11](=[O:16])[NH:12][C:13](=[O:15])[S:14]2)[cH:17][cH:18]1)[c:19]1[c:20]([O:25][CH3:26])[cH:21][cH:22][cH:23][cH:24]1. Reactants: ClC1=NC=CC(=C1)OC=1C=CC(=NC1C)NC(=O)NC(C(C)(C)C)=O (N-((5-((2-chloropyridin-4-yl)oxy)-6-methylpyridin-2-yl)carbamoyl)pivalamide), Example C2. Reagents/catalysts: C=1C=CC(=CC1)[P](C=2C=CC=CC2)(C=3C=CC=CC3)[Pd]([P](C=4C=CC=CC4)(C=5C=CC=CC5)C=6C=CC=CC6)([P](C=7C=CC=CC7)(C=8C=CC=CC8)C=9C=CC=CC9)[P](C=1C=CC=CC1)(C=1C=CC=CC1)C=1C=CC=CC1 (Pd(PPh3)4). Run at temperature 80 celsius, time 1.5 hour. Yields the product CC1=C(C=CC(=N1)NC(=O)NC(C(C)(C)C)=O)OC1=CC(=NC=C1)C=1C=NC(=CC1)C (N-((6-methyl-5-((6′-methyl-[2,3′-bipyridin]-4-yl)oxy)pyridin-2-yl)carbamoyl)pivalamide). The yield is 129.8%. As a reaction SMILES: Cl[C:2]1[CH:7]=[C:6]([O:8][C:9]2[CH:10]=[CH:11][C:12]([NH:16][C:17]([NH:19][C:20](=[O:25])[C:21]([CH3:24])([CH3:23])[CH3:22])=[O:18])=[N:13][C:14]=2[CH3:15])[CH:5]=[CH:4][N:3]=1>C1C=CC([P]([Pd]([P](C2C=CC=CC=2)(C2C=CC=CC=2)C2C=CC=CC=2)([P](C2C=CC=CC=2)(C2C=CC=CC=2)C2C=CC=CC=2)[P](C2C=CC=CC=2)(C2C=CC=CC=2)C2C=CC=CC=2)(C2C=CC=CC=2)C2C=CC=CC=2)=CC=1>[CH3:15][C:14]1[N:13]=[C:12]([NH:16][C:17]([NH:19][C:20](=[O:25])[C:21]([CH3:24])([CH3:23])[CH3:22])=[O:18])[CH:11]=[CH:10][C:9]=1[O:8][C:6]1[CH:5]=[CH:4][N:3]=[C:2]([C:11]2[CH:12]=[N:13][C:14]([CH3:15])=[CH:9][CH:10]=2)[CH:7]=1 |^1:29,31,50,69|. Reported procedure: A suspension of Example C1 (0.20 g, 0.551 mmol), Example C2 (0.254 g, 1.158 mmol) and satd. NaHCO3 (1.1 mL) in dioxane (4.4 mL) was sparged with Ar under sonication, treated with Pd(PPh3)4 (0.064 g, 0.055 mmol), sparged again with Ar, heated at 80° C. for 3 h, then 90° C. for 1.5 h. The mixture was cooled to RT, diluted with EtOAc and filtered through diatomaceous earth. The filtrate was concentrated to dryness and purified via silica gel chromatography (MeOH/DCM). The material was further purif... Reactants: C(C1=CC=CC=C1)OCC(C)(O)C (1-(benzyloxy)-2-methylpropan-2-ol), [H-].[Na+] (NaH), BrCC#C (3-bromoprop-1-yne). Solvent: C1CCOC1 (THF). Run at time 0.5 hour. The product is CC(COCC1=CC=CC=C1)(C)OCC#C (2—((2-methyl-2-(prop-2-ynyloxy)propoxy)methyl)benzene). Yield: 85.8%. As a reaction SMILES: [H-].[Na+].[CH2:3]([O:10][CH2:11][C:12]([CH3:15])([OH:14])[CH3:13])[C:4]1[CH:9]=[CH:8][CH:7]=[CH:6][CH:5]=1.Br[CH2:17][C:18]#[CH:19]>C1COCC1>[CH3:13][C:12]([O:14][CH2:19][C:18]#[CH:17])([CH3:15])[CH2:11][O:10][CH2:3][C:4]1[CH:9]=[CH:8][CH:7]=[CH:6][CH:5]=1 |f:0.1|. Procedure details: To a mixture of NaH (5.0 g) in THF (50 mL) at 0° C. was added 1-(benzyloxy)-2-methylpropan-2-ol (9.36 g, 51.9 mmol) dropwise. After being stirred at room temperature for 0.5 h, 3-bromoprop-1-yne (12.4 g, 104 mmol) was added slowly at 0° C. The mixture was then stirred at reflux overnight. The reaction was quenched by addition of sat. NH4Cl. The resulting mixture was extracted with ethyl acetate (30 mL×3). The organic layer was combined, dried over with Na2SO4, and concentrated. The residue was p...